This data is from the Open Reaction Database (ORD), a public repository of structured organic reaction records. The task is: describe an organic reaction: reactants, conditions, products, and yield The reactants are [H-].[Na+] (sodium hydride), FC(/C=C/C(=O)OCC)(F)F (ethyl 4,4,4-trifluoro-(E)-butenoate), S(=O)(=O)(C1=CC=C(C)C=C1)C[N+]#[C-] (tosylmethyl isocyanide), mixture, [H][H] (Hydrogen). Reagents/catalysts: C(C)(=O)O (acetic acid). Run in O (water), C(C)OCC (ethyl ether), CS(=O)C (dimethylsulfoxide). Conditions: temperature 20 celsius, time 30 minute. Product: FC(C1=CNC=C1C(=O)OCC)(F)F (ethyl 3-trifluoromethyl-1H-pyrrol-4-carboxylate). Isolated yield 72.4%. RXN SMILES: [F:1][C:2]([F:11])([F:10])/[CH:3]=[CH:4]/[C:5]([O:7][CH2:8][CH3:9])=[O:6].S([CH2:22][N+:23]#[C-:24])(C1C=CC(C)=CC=1)(=O)=O.[H-].[Na+].[H][H]>C(O)(=O)C.O.C(OCC)C.CS(C)=O>[F:1][C:2]([F:10])([F:11])[C:3]1[C:4]([C:5]([O:7][CH2:8][CH3:9])=[O:6])=[CH:24][NH:23][CH:22]=1 |f:2.3|. Procedure details: 7.4 g of ethyl 4,4,4-trifluoro-(E)-butenoate (E. T. McBee, J. Am. Soc. Vol. 76 p. 3724 (1924)) and 8.6 g of tosylmethyl isocyanide were introduced into 200 ml of a mixture of dimethylsulfoxide and ethyl ether (1-2) and then 2.9 g of sodium hydride at 50% in vaseline were added in small portions. Hydrogen evolved and after stirring for 30 minutes at 20° C., a few drops of acetic acid were added. The mixture was poured into a mixture of water and ice and was extracted with ether. The extracts were... Starting materials: ClC1=CC=C(C=C1)C1=C(C=CC(=N1)C(=O)O)OCC1CC1 (6-(4-Chloro-phenyl)-5-cyclopropylmethoxy-pyridine-2-carboxylic acid), Cl.FC(C1=CC(=NO1)CN)(F)F (5-trifluoromethyl-isoxazol-3-methanamine hydrochloride). Yields the product FC(C1=CC(=NO1)CNC(=O)C1=NC(=C(C=C1)OCC1CC1)C1=CC=C(C=C1)Cl)(F)F (6-(4-chloro-phenyl)-5-cyclopropylmethoxy-pyridine-2-carboxylic acid (5-trifluoromethyl-isoxazol-3-ylmethyl)-amide). As a reaction SMILES: [Cl:1][C:2]1[CH:7]=[CH:6][C:5]([C:8]2[N:13]=[C:12]([C:14]([OH:16])=O)[CH:11]=[CH:10][C:9]=2[O:17][CH2:18][CH:19]2[CH2:21][CH2:20]2)=[CH:4][CH:3]=1.Cl.[F:23][C:24]([F:33])([F:32])[C:25]1[O:29][N:28]=[C:27]([CH2:30][NH2:31])[CH:26]=1>>[F:33][C:24]([F:23])([F:32])[C:25]1[O:29][N:28]=[C:27]([CH2:30][NH:31][C:14]([C:12]2[CH:11]=[CH:10][C:9]([O:17][CH2:18][CH:19]3[CH2:21][CH2:20]3)=[C:8]([C:5]3[CH:4]=[CH:3][C:2]([Cl:1])=[CH:7][CH:6]=3)[N:13]=2)=[O:16])[CH:26]=1 |f:1.2|. Procedure: The title compound was synthesized in analogy to Example 41 using 6-(4-Chloro-phenyl)-5-cyclopropylmethoxy-pyridine-2-carboxylic acid (example AW) and 5-trifluoromethyl-isoxazol-3-methanamine hydrochloride (example BF) as starting materials, LC-MS (UV peak area/ESI) 97.8%, 452.4 (M+H)+. The reactants are CC1Cc2cccc(Br)c2C1=O, CC(=O)[O-], CC(=O)[O-], COCCOC, [Na+], [Na+], O=C([O-])[O-], O, [Pd+2], Cc1ccccc1-c1ccccc1P(c1ccccc1-c1ccccc1C)c1ccccc1-c1ccccc1C, OB(O)c1ccco1. Yields the product CC1Cc2cccc(-c3ccco3)c2C1=O. Reaction SMILES: [Br:1][c:2]1[cH:3][cH:4][cH:5][c:6]2[c:10]1[C:9](=[O:11])[CH:8]([CH3:12])[CH2:7]2.[C:73]([O-:74])(=[O:75])[CH3:76].[C:78]([O-:79])(=[O:80])[CH3:81].[CH2:67]([CH2:68][O:69][CH3:70])[O:71][CH3:72].[Na+:21].[Na+:22].[O-:23][C:24](=[O:25])[O-:26].[OH2:82].[Pd+2:77].[c:27]1([CH3:28])[cH:29][cH:30][cH:31][cH:32][c:33]1-[c:34]1[cH:35][cH:36][cH:37][cH:38][c:39]1[P:40]([c:41]1[cH:42][cH:43][cH:44][cH:45][c:46]1-[c:47]1[cH:48][cH:49][cH:50][cH:51][c:52]1[CH3:53])[c:54]1[cH:55][cH:56][cH:57][cH:58][c:59]1-[c:60]1[cH:61][cH:62][cH:63][cH:64][c:65]1[CH3:66].[o:13]1[c:14]([B:18]([OH:19])[OH:20])[cH:15][cH:16][cH:17]1>>[c:2]1(-[c:14]2[o:13][cH:17][cH:16][cH:15]2)[cH:3][cH:4][cH:5][c:6]2[c:10]1[C:9](=[O:11])[CH:8]([CH3:12])[CH2:7]2. Procedure details: N-Bromosuccinimide (3.95 g, 22.2 mmol) and AlBN (0.098 g, 0.06 mMol) were added to a solution of methyl (3,4-methylenedioxyphenyl)acetate (3.9 g, 21.2 mmol) in carbon tetrachloride and the mixture was refluxed for 2.5 h. The reaction was cooled and filtered. The flitrate was concentrated in vacuo and the residue obtained was purified by flash chromatography on silica-gel using 10% ethyl acetate-hexane. Yield 2.6 g (oil). The solvent is C(Cl)(Cl)(Cl)Cl (carbon tetrachloride). The product is BrC(C(=O)OC)C1=CC2=C(C=C1)OCO2 (methyl 2-bromo-2-(3,4-methylenedioxyphenyl)acetate). Reactants: BrN1C(CCC1=O)=O (N-Bromosuccinimide), AlBN, C1OC=2C=C(C=CC2O1)CC(=O)OC (methyl (3,4-methylenedioxyphenyl)acetate). RXN SMILES: [Br:1]N1C(=O)CCC1=O.[CH2:9]1[O:17][C:16]2[CH:15]=[CH:14][C:13]([CH2:18][C:19]([O:21][CH3:22])=[O:20])=[CH:12][C:11]=2[O:10]1>C(Cl)(Cl)(Cl)Cl>[Br:1][CH:18]([C:13]1[CH:14]=[CH:15][C:16]2[O:17][CH2:9][O:10][C:11]=2[CH:12]=1)[C:19]([O:21][CH3:22])=[O:20]. The reactants are CC(C)(C)[Si](C)(C)OC(CNC(=O)c1ccc2[nH]c(=O)oc2c1)CN1CCC(Cc2ccccc2)CC1, COc1ccc(P2(=S)SP(=S)(c3ccc(OC)cc3)S2)cc1, C1COCCO1. Product: CC(C)(C)[Si](C)(C)OC(CNC(=S)c1ccc2[nH]c(=O)oc2c1)CN1CCC(Cc2ccccc2)CC1. RXN SMILES: [CH2:1]([c:2]1[cH:3][cH:4][cH:5][cH:6][cH:7]1)[CH:8]1[CH2:9][CH2:10][N:11]([CH2:14][CH:15]([CH2:16][NH:17][C:18](=[O:19])[c:20]2[cH:21][c:22]3[c:23]([nH:24][c:25](=[O:27])[o:26]3)[cH:28][cH:29]2)[O:30][Si:31]([CH3:32])([CH3:33])[C:34]([CH3:35])([CH3:36])[CH3:37])[CH2:12][CH2:13]1.[CH3:38][O:39][c:40]1[cH:41][cH:42][c:43]([P:44]2(=[S:47])[S:45][P:46]([c:48]3[cH:49][cH:50][c:51]([O:52][CH3:53])[cH:54][cH:55]3)(=[S:56])[S:57]2)[cH:58][cH:59]1.[O:60]1[CH2:61][CH2:62][O:63][CH2:64][CH2:65]1>>[CH2:1]([c:2]1[cH:3][cH:4][cH:5][cH:6][cH:7]1)[CH:8]1[CH2:9][CH2:10][N:11]([CH2:14][CH:15]([CH2:16][NH:17][C:18]([c:20]2[cH:21][c:22]3[c:23]([nH:24][c:25](=[O:27])[o:26]3)[cH:28][cH:29]2)=[S:47])[O:30][Si:31]([CH3:32])([CH3:33])[C:34]([CH3:35])([CH3:36])[CH3:37])[CH2:12][CH2:13]1.